The task is: describe an organic reaction: reactants, conditions, products, and yield. This data is from the Open Reaction Database (ORD), a public repository of structured organic reaction records. Starting materials: C(=O)[O-].[NH4+] (Ammonium formate), COC1=NC=CC(=C1)C(C(CC)[N+](=O)[O-])O (1-(2-methoxypyridin-4-yl)-2-nitrobutan-1-ol). The reagents and catalysts are [Pd] (palladium on charcoal). The solvent is C1CCOC1 (THF), CO (methanol). Run at time 8 hour. The product is NC(C(O)C1=CC(=NC=C1)OC)CC (2-Amino-1-[2-methoxypyridin-4-yl]butan 1-ol). As a reaction SMILES: C([O-])=O.[NH4+].[CH3:5][O:6][C:7]1[CH:12]=[C:11]([CH:13]([OH:20])[CH:14]([N+:17]([O-])=O)[CH2:15][CH3:16])[CH:10]=[CH:9][N:8]=1>[Pd].C1COCC1.CO>[NH2:17][CH:14]([CH2:15][CH3:16])[CH:13]([C:11]1[CH:10]=[CH:9][N:8]=[C:7]([O:6][CH3:5])[CH:12]=1)[OH:20] |f:0.1|. Procedure details: Ammonium formate (2.5 g, 40 mmol) and palladium on charcoal (10%, 390 mg) is added to a solution of 1-(2-methoxypyridin-4-yl)-2-nitrobutan-1-ol (1.7 g, 7.5 mmol) in 38 ml THF and 38 ml methanol. The reaction mixture is stirred overnight at room temperature, filtered through a path of cellites and concentrated. Yield 620 mg of a racemic mixture of two diastereomers, 42%. Reactants: CCO, NCC1OCCc2ccccc21, COc1nc(Cl)cc(Cl)n1, [Na+], O=C([O-])O, O. Yields the product COc1nc(Cl)cc(NCC2OCCc3ccccc32)n1. Reaction SMILES: [CH3:28][CH2:29][OH:30].[CH:11]1([CH2:21][NH2:22])[O:12][CH2:13][CH2:14][c:15]2[cH:16][cH:17][cH:18][cH:19][c:20]21.[Cl:1][c:2]1[n:3][c:4]([O:9][CH3:10])[n:5][c:6]([Cl:8])[cH:7]1.[Na+:27].[O-:23][C:24]([OH:25])=[O:26].[OH2:31]>>[c:2]1([NH:22][CH2:21][CH:11]2[O:12][CH2:13][CH2:14][c:15]3[cH:16][cH:17][cH:18][cH:19][c:20]32)[n:3][c:4]([O:9][CH3:10])[n:5][c:6]([Cl:8])[cH:7]1. Reactants: NC1=C(C(=C(S1)C(=O)OC(C)(C)C)C)C#N (tert-butyl 5-amino-4-cyano-3-methylthiophene-2-carboxylate), C(C1=CC=CC=C1)(=O)N=C=O (benzoyl isocyanate). The solvent is CCOC(=O)C (EtOAc), O1CCOCC1 (dioxane). Conditions: time 8 hour. The product is C(C1=CC=CC=C1)(=O)NC(NC1=C(C(=C(S1)C(=O)OC(C)(C)C)C)C#N)=O (tert-butyl 5-(3-benzoylureido)-4-cyano-3-methylthiophene-2-carboxylate). Isolated yield 84.2%. RXN SMILES: [NH2:1][C:2]1[S:6][C:5]([C:7]([O:9][C:10]([CH3:13])([CH3:12])[CH3:11])=[O:8])=[C:4]([CH3:14])[C:3]=1[C:15]#[N:16].[C:17]([N:25]=[C:26]=[O:27])(=[O:24])[C:18]1[CH:23]=[CH:22][CH:21]=[CH:20][CH:19]=1>O1CCOCC1.CCOC(C)=O>[C:17]([NH:25][C:26](=[O:27])[NH:1][C:2]1[S:6][C:5]([C:7]([O:9][C:10]([CH3:12])([CH3:11])[CH3:13])=[O:8])=[C:4]([CH3:14])[C:3]=1[C:15]#[N:16])(=[O:24])[C:18]1[CH:23]=[CH:22][CH:21]=[CH:20][CH:19]=1. Reported procedure: To a solution of tert-butyl 5-amino-4-cyano-3-methylthiophene-2-carboxylate (example 64b) (16 g, 67.14 mmol) in dioxane (200 mL), was added benzoyl isocyanate (10 g, 67.14 mmol). The reaction mixture was stirred at rt overnight, and upon completion was diluted with EtOAc, washed with NaHCO3, water, brine, dried over MgSO4, filtered and concentrated to yield tert-butyl 5-(3-benzoylureido)-4-cyano-3-methylthiophene-2-carboxylate (21.78 g, 84%) as a brown solid. 1H NMR (400 MHz, DMSO-d6) δ1.54 (s, ... Reactants: Teflon, Cl[SiH](Cl)Cl (Trichlorosilane), ClC\C=C/CCl (1,4-dichloro-cis-2-butene), cuprous chloride, cuprous chloride, C(C)OCC (diethyl ether), C(C)OCC (diethyl ether). Run in C(C)N(CC)CC (triethylamine), C(C)N(CC)CC (triethylamine). Conditions: time 8 hour. Yields the product ClC\C=C/C[Si](Cl)(Cl)Cl (4-Chloro-1-trichlorosilyl-cis-2-butene). Isolated yield 54.0%. RXN SMILES: C(OCC)C.[Cl:6][SiH:7]([Cl:9])[Cl:8].[Cl:10][CH2:11]/[CH:12]=[CH:13]\[CH2:14]Cl>C(N(CC)CC)C>[Cl:10][CH2:11]/[CH:12]=[CH:13]\[CH2:14][Si:7]([Cl:9])([Cl:8])[Cl:6]. Procedure details: In a 1-L three-neck round-bottom flask equipped with an efficient reflux condenser, a tru-bore mechanical stirrer equipped with a Teflon paddle and a pressure-equalizing addition funnel was placed cuprous chloride (0.65 g, 6.5 mmol), triethylamine (73.9 g, 0.73 mol) and diethyl ether (500 mL). Trichlorosilane (98.2 g, 0.73 mol), 1,4-dichloro-cis-2-butene (80.6 g, 0.65 mol) and diethyl ether (60 mL) were placed in the addition funnel. This solution was added to the vigorously stirred greenish sus... Reactants: CCO, Cl, C[Si](C)(C)CCOCn1cnc(-c2cc(C(N)=O)c(Nc3ccnc(CN4CCOCC4)n3)s2)n1. Product: NC(=O)c1cc(-c2nc[nH]n2)sc1Nc1ccnc(CN2CCOCC2)n1. As a reaction SMILES: [CH3:37][CH2:38][OH:39].[ClH:36].[O:1]1[CH2:2][CH2:3][N:4]([CH2:7][c:8]2[n:9][cH:10][cH:11][c:12]([NH:14][c:15]3[s:16][c:17](-[c:23]4[n:24][n:25]([CH2:28][O:29][CH2:30][CH2:31][Si:32]([CH3:33])([CH3:34])[CH3:35])[cH:26][n:27]4)[cH:18][c:19]3[C:20](=[O:21])[NH2:22])[n:13]2)[CH2:5][CH2:6]1>>[O:1]1[CH2:2][CH2:3][N:4]([CH2:7][c:8]2[n:9][cH:10][cH:11][c:12]([NH:14][c:15]3[s:16][c:17](-[c:23]4[n:24][nH:25][cH:26][n:27]4)[cH:18][c:19]3[C:20](=[O:21])[NH2:22])[n:13]2)[CH2:5][CH2:6]1.